From a dataset of the Open Reaction Database (ORD), a public repository of structured organic reaction records. describe an organic reaction: reactants, conditions, products, and yield The reactants are C1(CCC2=CC=CC=C12)=O (1-indanone), C(C)(=O)O (acetic acid), C(NN)(=O)OC (methyl carbazate). The solvent is CO (methanol). The product is COC(NN=C1CCC2=CC=CC=C12)=O (methyl-[3-(1-indanylidene)]-carbazate). Isolated yield 71.3%. As a reaction SMILES: [C:1]1(=O)[C:9]2[C:4](=[CH:5][CH:6]=[CH:7][CH:8]=2)[CH2:3][CH2:2]1.C(O)(=O)C.[C:15]([O:19][CH3:20])(=[O:18])[NH:16][NH2:17]>CO>[CH3:20][O:19][C:15](=[O:18])[NH:16][N:17]=[C:1]1[C:9]2[C:4](=[CH:5][CH:6]=[CH:7][CH:8]=2)[CH2:3][CH2:2]1. Procedure: To a solution of 39.65 g (0.3 moles) of 1-indanone in 300 ml of methanol 3 ml of acetic acid and 27 g (0.3 moles) of methyl carbazate are added. The reaction mixture is boiled in a flask equipped with a reflux condenser for one hour, then clarified with bone coal, filtered and the filtrate is cooled with icy water. 43.7 g of the desired compound are obtained in the form of white crystals. M.p.: 155°-156° C. The mother liquor is evaporated in vacuo to about one-fourth of its original volume. In t... Reactants: Cl.C1(=CC=CC=C1)C1=NN=C(S1)O[C@H]1C2CN3CC(CC1C3)C2 ((4s)-4-(5-Phenyl-1,3,4-thiadiazol-2-yloxy)-1-azatricyclo[3.3.1.13,7]decane hydrochloride). Solvent: O (water). Yields the product O.Cl.C1(=CC=CC=C1)C1=NN=C(S1)O[C@H]1C2CN3CC(CC1C3)C2.O.O.C2(=CC=CC=C2)C2=NN=C(S2)O[C@H]2C3CN1CC(CC2C1)C3.Cl ((4s)-4-(5-Phenyl-1,3,4-thiadiazol-2-yloxy)-1-azatricyclo[3.3.1.13,7]decane hydrochloride sesquihydrate). As a reaction SMILES: [ClH:1].[C:2]1([C:8]2[S:12][C:11]([O:13][C@@H:14]3[CH:21]4[CH2:22][N:17]5[CH2:18][CH:19]([CH2:23][CH:15]3[CH2:16]5)[CH2:20]4)=[N:10][N:9]=2)[CH:7]=[CH:6][CH:5]=[CH:4][CH:3]=1>O>[OH2:13].[ClH:1].[C:2]1([C:8]2[S:12][C:11]([O:13][C@@H:14]3[CH:21]4[CH2:22][N:17]5[CH2:18][CH:19]([CH2:23][CH:15]3[CH2:16]5)[CH2:20]4)=[N:10][N:9]=2)[CH:3]=[CH:4][CH:5]=[CH:6][CH:7]=1.[OH2:13].[OH2:13].[C:2]1([C:8]2[S:12][C:11]([O:13][C@@H:14]3[CH:21]4[CH2:22][N:17]5[CH2:18][CH:19]([CH2:23][CH:15]3[CH2:16]5)[CH2:20]4)=[N:10][N:9]=2)[CH:3]=[CH:4][CH:5]=[CH:6][CH:7]=1.[ClH:1] |f:0.1,3.4.5.6.7.8.9|. Reported procedure: (4s)-4-(5-Phenyl-1,3,4-thiadiazol-2-yloxy)-1-azatricyclo[3.3.1.13,7]decane hydrochloride quarterhydrate solid, 50 mg, was suspended of in 200 μL of water. (4s)-4-(5-Phenyl-1,3,4-thiadiazol-2-yloxy)-1-azatricyclo[3.3.1.13,7]decane hydrochloride sesquihydrate crystallized over time. Reactants: CS(C)=O, Fc1ccc(Oc2ccccc2CCl)cc1, N#C[Na]. Yields the product N#CCc1ccccc1Oc1ccc(F)cc1. RXN SMILES: [CH3:20][S:21]([CH3:22])=[O:23].[F:1][c:2]1[cH:3][cH:4][c:5]([O:6][c:7]2[c:8]([CH2:9][Cl:10])[cH:11][cH:12][cH:13][cH:14]2)[cH:15][cH:16]1.[Na:17][C:18]#[N:19]>>[F:1][c:2]1[cH:3][cH:4][c:5]([O:6][c:7]2[c:8]([CH2:9][C:18]#[N:19])[cH:11][cH:12][cH:13][cH:14]2)[cH:15][cH:16]1. The reactants are C(C)(C)(C)OC(=O)N1[C@H](CO)CCC1 (N-tert-butoxycarbonyl-L-prolinol), C1(=CC=CC=C1)P(C1=CC=CC=C1)C1=CC=CC=C1 (triphenylphosphine), CC(C)OC(=O)/N=N/C(=O)OC(C)C (DIAD), C(C)(C)(C)OC(=O)N1[C@@H](CCC1)CO ((S)-1-(tert-butoxycarbonyl)-2-pyrrolidinemethanol), N1=CNC(C=C1)=O (4(3H)-pyrimidone), hexanes diethyl ether. The solvent is C(Cl)Cl (DCM). Run at time 48 hour. Yields the product C1(=CC=CC=C1)P(C1=CC=CC=C1)(C1=CC=CC=C1)=O (triphenylphosphine oxide). As a reaction SMILES: C([O:5]C(N1CCC[C@H]1CO)=O)(C)(C)C.[C:15]1([P:21]([C:28]2[CH:33]=[CH:32][CH:31]=[CH:30][CH:29]=2)[C:22]2[CH:27]=[CH:26][CH:25]=[CH:24][CH:23]=2)[CH:20]=[CH:19][CH:18]=[CH:17][CH:16]=1.N1C=CC(=O)NC=1.CC(OC(/N=N/C(OC(C)C)=O)=O)C>C(Cl)Cl>[C:28]1([P:21](=[O:5])([C:15]2[CH:16]=[CH:17][CH:18]=[CH:19][CH:20]=2)[C:22]2[CH:27]=[CH:26][CH:25]=[CH:24][CH:23]=2)[CH:29]=[CH:30][CH:31]=[CH:32][CH:33]=1. Procedure details: To a stirred solution of N-tert-butoxycarbonyl-L-prolinol (0.81 g, 4 mmol) 18 in dry DCM (10 mL) was added triphenylphosphine (5.24 g, 20 mmol) followed by 4(3H)-pyrimidone (0.77 g, 8 mmol). The solution was cooled in an ice bath and DIAD (3.24 g, 16 mmol) added dropwise over 10 min. After 48 h GC-MS indicated complete conversion of 18 and the reaction mixture was poured onto water (30 mL), the organic fraction collected and the aqueous phase washed with further DCM (2×20 mL). The combined organ... Reactants: C(C1=CC=CC=C1)OC(NCC1=CC(=C(C=C1)OCOC)OC)=O ((3-Methoxy-4-methoxymethoxy benzyl)carbamic Acid Benzyl Ester), FC(C(=O)O)(F)F (trifluoroacetic acid), C(=O)(O)[O-].[Na+] (NaHCO3). Solvent: O (H2O), C(Cl)Cl (CH2Cl2). Conditions: time 5 minute. Yields the product C(C1=CC=CC=C1)OC(NCC1=CC(=C(C=C1)O)OC)=O ((4-Hydroxy-3-methoxybenzyl)carbamic Acid Benzyl Ester). Isolated yield 98.6%. Reaction SMILES: [CH2:1]([O:8][C:9](=[O:24])[NH:10][CH2:11][C:12]1[CH:17]=[CH:16][C:15]([O:18]COC)=[C:14]([O:22][CH3:23])[CH:13]=1)[C:2]1[CH:7]=[CH:6][CH:5]=[CH:4][CH:3]=1.FC(F)(F)C(O)=O.C([O-])(O)=O.[Na+]>C(Cl)Cl.O>[CH2:1]([O:8][C:9](=[O:24])[NH:10][CH2:11][C:12]1[CH:17]=[CH:16][C:15]([OH:18])=[C:14]([O:22][CH3:23])[CH:13]=1)[C:2]1[CH:7]=[CH:6][CH:5]=[CH:4][CH:3]=1 |f:2.3|. Procedure details: A solution of 13 (0.795 g, 2.4 mmol) in CH2Cl2 (5 mL) was treated with trifluoroacetic acid (2.5 mL) slowly and stirred for 5 min at room temperature. After cooling to 0° C., the reaction mixture was neutralized with saturated NaHCO3 solution, diluted with H2O and extracted with CH2Cl2 several times. The combined organic layer was washed with H2O and brine, dried over MgSO4 and concentrated in vacuo. The residue was purified by flash column chromatography over silica gel using EtOAc:Hex (2:1) as... The reactants are BrC1=CC(=C(N)C=C1)F (4-bromo-2-fluoroaniline), C(C)(C)OC=1C=C(C=CC1)B(O)O (3-isopropoxyphenylboronic acid). Product: C1(CC1)OC=1C=C(C=CC1)C1=CC(=C(C=C1)N)F (3′-cyclopropoxy-3-fluorobiphenyl-4-amine). Isolated yield 18.0%. Reaction SMILES: Br[C:2]1[CH:8]=[CH:7][C:5]([NH2:6])=[C:4]([F:9])[CH:3]=1.[CH:10]([O:13][C:14]1[CH:15]=[C:16](B(O)O)[CH:17]=[CH:18][CH:19]=1)([CH3:12])[CH3:11]>>[CH:10]1([O:13][C:14]2[CH:15]=[C:16]([C:2]3[CH:8]=[CH:7][C:5]([NH2:6])=[C:4]([F:9])[CH:3]=3)[CH:17]=[CH:18][CH:19]=2)[CH2:12][CH2:11]1. Reported procedure: The title compound (230 mg) was prepared from 4-bromo-2-fluoroaniline (1 g, 5.26 mmol) and 3-isopropoxyphenylboronic acid (1.8 g, 6.84 mmol) as a yellow liquid. The reactants are CC(=O)c1cc(F)c(NS(C)(=O)=O)c(F)c1, C1CCOC1, CC(C)(C)S(N)=O. Yields the product CC(=NS(=O)C(C)(C)C)c1cc(F)c(NS(C)(=O)=O)c(F)c1. RXN SMILES: [C:1]([CH3:2])(=[O:3])[c:4]1[cH:5][c:6]([F:16])[c:7]([NH:11][S:12](=[O:13])(=[O:14])[CH3:15])[c:8]([F:10])[cH:9]1.[CH2:24]1[O:25][CH2:26][CH2:27][CH2:28]1.[CH3:17][C:18]([CH3:19])([CH3:20])[S:21](=[O:22])[NH2:23]>>[C:1]([CH3:2])([c:4]1[cH:5][c:6]([F:16])[c:7]([NH:11][S:12](=[O:13])(=[O:14])[CH3:15])[c:8]([F:10])[cH:9]1)=[N:23][S:21]([C:18]([CH3:17])([CH3:19])[CH3:20])=[O:22]. The reagents and catalysts are CN(C)C=O (DMF). Run in C1CCOC1 (THF), C(Cl)Cl (CH2Cl2). As a reaction SMILES: [CH3:1][C:2]1[CH:10]=[CH:9][C:5]([C:6]([OH:8])=O)=[CH:4][C:3]=1[N:11]1[CH:15]=[C:14]([C:16]2[CH:17]=[N:18][CH:19]=[CH:20][CH:21]=2)[N:13]=[N:12]1.C(Cl)(=O)C(Cl)=O.[NH2:28][C:29]1[C:30]([O:44][CH3:45])=[C:31]([NH:39][S:40]([CH3:43])(=[O:42])=[O:41])[CH:32]=[C:33]([C:35]([CH3:38])([CH3:37])[CH3:36])[CH:34]=1.N1C(C)=CC=CC=1C>C(Cl)Cl.CN(C=O)C.C1COCC1>[C:35]([C:33]1[CH:32]=[C:31]([NH:39][S:40]([CH3:43])(=[O:42])=[O:41])[C:30]([O:44][CH3:45])=[C:29]([NH:28][C:6](=[O:8])[C:5]2[CH:9]=[CH:10][C:2]([CH3:1])=[C:3]([N:11]3[CH:15]=[C:14]([C:16]4[CH:17]=[N:18][CH:19]=[CH:20][CH:21]=4)[N:13]=[N:12]3)[CH:4]=2)[CH:34]=1)([CH3:38])([CH3:36])[CH3:37]. The product is C(C)(C)(C)C=1C=C(C(=C(C1)NC(C1=CC(=C(C=C1)C)N1N=NC(=C1)C=1C=NC=CC1)=O)OC)NS(=O)(=O)C (N-(5-tert-butyl-3-methanesulfonylamino-2-methoxy-phenyl)-4-methyl-3-(4-pyridin-3-yl-[1,2,3]triazol-1-yl)-benzamide). Procedure details: 4-Methyl-3-(4-pyridin-3-yl-1,2,3-triazol-1-yl)-benzoic acid (76.3 mg; 0.272 mmol) was suspended in 5 mL of CH2Cl2, and 1 mL of THF, and 0.04 mL (0.4 mmol) of oxalyl chloride was added. One drop of DMF was then added to the stirring suspension, and the mixture was stirred for 2 h. The resulting cloudy solution was concentrated to dryness and suspended in CH2Cl2. N-(3-Amino-5-tert-butyl-2-methoxy-phenyl)-methane-sulfonamide (81 mg; 0.30 mmol) was added, then 0.06 mL (0.5 mmol) of 2,6-lutidine, and... Run at time 2 hour. Starting materials: C(C(=O)Cl)(=O)Cl (oxalyl chloride), CC1=C(C=C(C(=O)O)C=C1)N1N=NC(=C1)C=1C=NC=CC1 (4-Methyl-3-(4-pyridin-3-yl-1,2,3-triazol-1-yl)-benzoic acid), N1=C(C=CC=C1C)C (2,6-lutidine), NC=1C(=C(C=C(C1)C(C)(C)C)NS(=O)(=O)C)OC (N-(3-Amino-5-tert-butyl-2-methoxy-phenyl)-methane-sulfonamide). Reactants: C(C)OC(CN1C(=NN=C1SC)C(C1=CC=CC=C1)C)OCC (4-(2,2-diethoxyethyl)-3-(α-methylbenzyl)-5-methylthio-4H-1,2,4-triazole), S(O)(O)(=O)=O (sulfuric acid). The product is CC1C=2N(C=CC3=C1C=CC=C3)C(=NN2)SC (11-methyl-3-methylthio-11H-s-triazolo[3,4-b][3]benzazepine). As a reaction SMILES: C(O[CH:4](OCC)[CH2:5][N:6]1[C:10]([S:11][CH3:12])=[N:9][N:8]=[C:7]1[CH:13]([CH3:20])[C:14]1[CH:19]=[CH:18][CH:17]=[CH:16][CH:15]=1)C.S(=O)(=O)(O)O>>[CH3:20][CH:13]1[C:14]2[CH:19]=[CH:18][CH:17]=[CH:16][C:15]=2[CH:4]=[CH:5][N:6]2[C:10]([S:11][CH3:12])=[N:9][N:8]=[C:7]12. Procedure: 12.5 g of the 4-(2,2-diethoxyethyl)-3-(α-methylbenzyl)-5-methylthio-4H-1,2,4-triazole prepared in Reference Example 10 was added to cold concentrated sulfuric acid and the cyclization reaction mixture was treated by a procedure similar to that described in Example 2. By the above procedure was obtained 11-methyl-3-methylthio-11H-s-triazolo[3,4-b][3]benzazepine as an oil.